describe an organic reaction: reactants, conditions, products, and yield From a dataset of the Open Reaction Database (ORD), a public repository of structured organic reaction records. Starting materials: [Cl-].[NH4+] (ammonium chloride), O1COC2=C1C=CC(=C2)C=2N=C(NC2C2=NC=CC=C2)C2=CC=C(C=C2)O (4-(4-Benzo[1,3]dioxol-5-yl-5-pyridin-2-yl-1H-imidazol-2-yl)-phenol), BrCC#N (bromoacetonitrile), [H-].[Na+] (sodium hydride). The solvent is O1CCCC1 (tetrahydrofuran). Reaction conditions: time 18 hour. Yields the product O1COC2=C1C=CC(=C2)C=2N=C(NC2C2=NC=CC=C2)C2=CC=C(OCC#N)C=C2 ([4-(4-benzo[1,3]dioxol-5-yl-5-pyridin-2-yl-1H-imidazol-2-yl)-phenoxy]-acetonitrile). Isolated yield 30.3%. As a reaction SMILES: [O:1]1[C:5]2[CH:6]=[CH:7][C:8]([C:10]3[N:11]=[C:12]([C:21]4[CH:26]=[CH:25][C:24]([OH:27])=[CH:23][CH:22]=4)[NH:13][C:14]=3[C:15]3[CH:20]=[CH:19][CH:18]=[CH:17][N:16]=3)=[CH:9][C:4]=2[O:3][CH2:2]1.[H-].[Na+].Br[CH2:31][C:32]#[N:33].[Cl-].[NH4+]>O1CCCC1>[O:1]1[C:5]2[CH:6]=[CH:7][C:8]([C:10]3[N:11]=[C:12]([C:21]4[CH:22]=[CH:23][C:24]([O:27][CH2:31][C:32]#[N:33])=[CH:25][CH:26]=4)[NH:13][C:14]=3[C:15]3[CH:20]=[CH:19][CH:18]=[CH:17][N:16]=3)=[CH:9][C:4]=2[O:3][CH2:2]1 |f:1.2,4.5|. Procedure details: 4-(4-Benzo[1,3]dioxol-5-yl-5-pyridin-2-yl-1H-imidazol-2-yl)-phenol (357 mg; 1 mmol) was dissolved in tetrahydrofuran (20 ml) under argon and treated portionwise with sodium hydride (60% dispersion in oil; 60 mg; 1.5 mmol). When effervescence had ceased, bromoacetonitrile (178.5 mg; 103.5 μl ; 1.5 mmol) was added and the mixture was stirred at ambient temperature for 18 h. Saturated aqueous ammonium chloride solution was added and the nitrile extracted into ethyl acetate. The organic extracts wer... The reactants are OC1OC(C(=C1C)C)=O (2-hydroxy-3,4-dimethyl-5-oxo-2,5-dihydrofuran), S(=O)(Cl)Cl (thionyl chloride). Conditions: time 2 hour. Product: ClC1OC(C(=C1C)C)=O (2-chloro-3,4-dimethyl-5-oxo-2,5-dihydrofuran). RXN SMILES: [OH:1][CH:2]1[C:6]([CH3:7])=[C:5]([CH3:8])[C:4](=O)[O:3]1.S(Cl)([Cl:12])=O>>[Cl:12][CH:4]1[C:5]([CH3:8])=[C:6]([CH3:7])[C:2](=[O:1])[O:3]1. Procedure details: A mixture of 6.6g of 2-hydroxy-3,4-dimethyl-5-oxo-2,5-dihydrofuran and 10 ml of thionyl chloride was stirred for 2 hours at room temperature. By concentrating the reaction mixture under reduced pressure, 7.5g of light-yellowish oily 2-chloro-3,4-dimethyl-5-oxo-2,5-dihydrofuran was obtained. Starting materials: C(C=C)Cl (allyl chloride), chloride ion, CN(CCCCCCCCCCCCCCCC)C (dimethyl hexadecyl amine), [Cl-] (chloride). The solvent is aqueous solution. Product: [Cl-].C(C=C)[N+](C)(C)CCCCCCCCCCCCCCCC (Allyl hexadecyl dimethyl ammonium chloride). RXN SMILES: [CH2:1]([Cl:4])[CH:2]=[CH2:3].[CH3:5][N:6]([CH3:23])[CH2:7][CH2:8][CH2:9][CH2:10][CH2:11][CH2:12][CH2:13][CH2:14][CH2:15][CH2:16][CH2:17][CH2:18][CH2:19][CH2:20][CH2:21][CH3:22].[Cl-]>>[Cl-:4].[CH2:1]([N+:6]([CH2:7][CH2:8][CH2:9][CH2:10][CH2:11][CH2:12][CH2:13][CH2:14][CH2:15][CH2:16][CH2:17][CH2:18][CH2:19][CH2:20][CH2:21][CH3:22])([CH3:5])[CH3:23])[CH:2]=[CH2:3] |f:3.4|. Reported procedure: Allyl hexadecyl dimethyl ammonium chloride was prepared by reacting allyl chloride and dimethyl hexadecyl amine as set forth in Example 1. 17.8 grams of the chloride in 23.5% aqueous solution were treated with a stoichiometric excess of AgF in aqueous solution until analysis of the filtrate showed only a trace of chloride ion present. Excess silver ion was removed by the careful addition of NaCl, AgCl being removed by filtration. Product: C=CC(=O)OCCCCOC(=O)OCOC(=O)C=C. As a reaction SMILES: [C:16]([CH:17]=[CH2:18])(=[O:19])[O-:20].[C:1]([O:2][CH2:3][Cl:4])([O:5][CH2:6][CH2:7][CH2:8][CH2:9][O:10][C:11]([CH:12]=[CH2:13])=[O:14])=[O:15].[CH3:40][N:41]([CH3:42])[CH:43]=[O:44].[K+:21].[O:22]1[CH2:23][CH2:24][O:25][CH2:26][CH2:27][O:28][CH2:29][CH2:30][O:31][CH2:32][CH2:33][O:34][CH2:35][CH2:36][O:37][CH2:38][CH2:39]1>>[C:1]([O:2][CH2:3][O:20][C:16]([CH:17]=[CH2:18])=[O:19])([O:5][CH2:6][CH2:7][CH2:8][CH2:9][O:10][C:11]([CH:12]=[CH2:13])=[O:14])=[O:15]. Reactants: C=CC(=O)[O-], C=CC(=O)OCCCCOC(=O)OCCl, CN(C)C=O, [K+], C1COCCOCCOCCOCCOCCO1. Reactants: FC=1C=C(CC=2C=C3C(=NN(C3=CC2)C(C2=CC=CC=C2)(C2=CC=CC=C2)C2=CC=CC=C2)NC(C2=C(C=CC(=C2)C(=O)N2[C@@H](CCC2)CN2CCCC2)F)=O)C=C(C1)F (N-[5-(3,5-Difluoro-benzyl)-1-trityl-1H-indazol-3-yl]-2-fluoro-5-((S)-2-pyrrolidin-1-ylmethyl-pyrrolidine-1-carbonyl)-benzamide), C(=O)(C(F)(F)F)O (TFA). Solvent: C(Cl)Cl (DCM), C(Cl)Cl (DCM). Conditions: time 2 hour. The product is FC=1C=C(CC=2C=C3C(=NNC3=CC2)NC(C2=C(C=CC(=C2)C(=O)N2[C@@H](CCC2)CN2CCCC2)F)=O)C=C(C1)F (N-[5-(3,5-Difluoro-benzyl)-1H-indazol-3-yl]-2-fluoro-5-((S)-2-pyrrolidin-1-ylmethyl-pyrrolidine-1-carbonyl)-benzamide). Isolated yield 66.8%. As a reaction SMILES: [F:1][C:2]1[CH:3]=[C:4]([CH:57]=[C:58]([F:60])[CH:59]=1)[CH2:5][C:6]1[CH:7]=[C:8]2[C:12](=[CH:13][CH:14]=1)[N:11](C(C1C=CC=CC=1)(C1C=CC=CC=1)C1C=CC=CC=1)[N:10]=[C:9]2[NH:34][C:35](=[O:56])[C:36]1[CH:41]=[C:40]([C:42]([N:44]2[CH2:48][CH2:47][CH2:46][C@H:45]2[CH2:49][N:50]2[CH2:54][CH2:53][CH2:52][CH2:51]2)=[O:43])[CH:39]=[CH:38][C:37]=1[F:55].C(O)(C(F)(F)F)=O>C(Cl)Cl>[F:1][C:2]1[CH:3]=[C:4]([CH:57]=[C:58]([F:60])[CH:59]=1)[CH2:5][C:6]1[CH:7]=[C:8]2[C:12](=[CH:13][CH:14]=1)[NH:11][N:10]=[C:9]2[NH:34][C:35](=[O:56])[C:36]1[CH:41]=[C:40]([C:42]([N:44]2[CH2:48][CH2:47][CH2:46][C@H:45]2[CH2:49][N:50]2[CH2:54][CH2:53][CH2:52][CH2:51]2)=[O:43])[CH:39]=[CH:38][C:37]=1[F:55]. Procedure details: N-[5-(3,5-Difluoro-benzyl)-1-trityl-1H-indazol-3-yl]-2-fluoro-5-((S)-2-pyrrolidin-1-ylmethyl-pyrrolidine-1-carbonyl)-benzamide (90 mg, 0.112 mmol) in DCM (1 mL) was treated with TFA (0.17 mL, 2.24 mmol). After two hours at room temperature, DCM was added (25 mL) and the organic phase was washed with aqueous NaHCO3, water and brine. Drying over sodium sulphate, evaporation and purification of the crude over silica gel (eluent: DCM, MeOH, 7N NH3 in MeOH 9:1:0.1) afforded 42 mg of title compound. Run in CN(C)C=O (DMF). As a reaction SMILES: [Cl:1][C:2]1[C:3](F)=[C:4]2[C:9](=[CH:10][CH:11]=1)[O:8][CH:7]([C:12]([F:15])([F:14])[F:13])[C:6]([C:16]([O:18]CC)=[O:17])=[CH:5]2.CS(CCO)(=O)=[O:24].[H-].[Na+]>CN(C=O)C>[Cl:1][C:2]1[C:3]([OH:24])=[C:4]2[C:9](=[CH:10][CH:11]=1)[O:8][CH:7]([C:12]([F:15])([F:14])[F:13])[C:6]([C:16]([OH:18])=[O:17])=[CH:5]2 |f:2.3|. Procedure: To the mixture of ethyl 6-chloro-5-fluoro-2-(trifluoromethyl)-2H-chromene-3-carboxylate (2g, 6.2 mmol) and 2-methylsulfonylethanol (2.3 g, 18.5 mmol) in 40 mL of dry DMF at 0° C. was added sodium hydride (60% mineral oil suspesion, 1.48 g, 37.2 mmol) slowly with stirring. Bubbling was observed during the process. Then the resulting black solution was stirred at room temperature for three hrs. LC-MS indicated that no any more starting material was observed. The reaction was poured into ice/aqueou... The reactants are ClC=1C(=C2C=C(C(OC2=CC1)C(F)(F)F)C(=O)OCC)F (ethyl 6-chloro-5-fluoro-2-(trifluoromethyl)-2H-chromene-3-carboxylate), CS(=O)(=O)CCO (2-methylsulfonylethanol), [H-].[Na+] (sodium hydride). The product is ClC=1C(=C2C=C(C(OC2=CC1)C(F)(F)F)C(=O)O)O (6-chloro-5-hydroxvl-2-(trifluoromethyl)-2H-chromene-3-carboxylic acid). The product is ClCC1(N=C(SC1)CN(C)C)O (4-Chloromethyl-4-hydroxy-2-dimethylaminomethyl-2-thiazoline). Run in ClCCCl (1,2-dichloroethane). Run at time 8 hour. RXN SMILES: Cl.[CH3:2][N:3]([CH2:5][C:6]([NH2:8])=[S:7])[CH3:4].[Cl:9][CH2:10][C:11](=[O:14])[CH2:12]Cl.C(=O)(O)[O-].[Na+]>ClCCCl>[Cl:9][CH2:10][C:11]1([OH:14])[CH2:12][S:7][C:6]([CH2:5][N:3]([CH3:4])[CH3:2])=[N:8]1 |f:0.1,3.4|. Procedure: To a flask were added 44.5 g. of dimethylaminothioacetamide, hydrochloride, 40.4 g. of 1,3-dichloropropanone, 224 ml. of 1,2-dichloroethane and 53.4 g. of sodium bicarbonate. An endothermic reaction took place and cooled the mixture to 13° on initial mixing. The mixture was then stirred overnight at ambient temperature, and the reaction was found to be essentially complete after 24 hours, by thin layer chromatography. The tlc system is silica gel, eluting with chloroform:methanol:ammonium hydrox... Reactants: Cl.CN(C)CC(=S)N (dimethylaminothioacetamide, hydrochloride), ClCC(CCl)=O (1,3-dichloropropanone), C([O-])(O)=O.[Na+] (sodium bicarbonate).